This data is from the Open Reaction Database (ORD), a public repository of structured organic reaction records. The task is: describe an organic reaction: reactants, conditions, products, and yield As a reaction SMILES: [CH3:37][OH:38].[CH:9]([N:10]([CH2:11][CH3:12])[CH:13]([CH3:14])[CH3:15])([CH3:16])[CH3:17].[F:18][c:19]1[cH:20][cH:21][c:22]([NH:25][C:26](=[O:27])[c:28]2[c:29]([Cl:36])[n:30][c:31]([S:34][CH3:35])[n:32][cH:33]2)[cH:23][cH:24]1.[NH2:1][CH:2]1[CH2:3][S:4](=[O:7])(=[O:8])[CH2:5][CH2:6]1>>[NH:1]([CH:2]1[CH2:3][S:4](=[O:7])(=[O:8])[CH2:5][CH2:6]1)[c:29]1[c:28]([C:26]([NH:25][c:22]2[cH:21][cH:20][c:19]([F:18])[cH:24][cH:23]2)=[O:27])[cH:33][n:32][c:31]([S:34][CH3:35])[n:30]1. Product: CSc1ncc(C(=O)Nc2ccc(F)cc2)c(NC2CCS(=O)(=O)C2)n1. The reactants are CO, CCN(C(C)C)C(C)C, CSc1ncc(C(=O)Nc2ccc(F)cc2)c(Cl)n1, NC1CCS(=O)(=O)C1. Starting materials: ClC=1C(=C(CC=2C(=CC(=C(C(=O)O)C2)OC)OC)C=CC1)F (5-(3-chloro-2-fluorobenzyl)-2,4-dimethoxybenzoic acid), S(=O)(Cl)Cl (Thionyl chloride). The solvent is CN(C)C=O.C1(=CC=CC=C1)C (DMF toluene). Conditions: temperature 75 celsius, time 1 hour. Yields the product ClC=1C(=C(CC=2C(=CC(=C(C(=O)Cl)C2)OC)OC)C=CC1)F (5-(3-chloro-2-fluorobenzyl)-2,4-dimethoxybenzoic acid chloride). The yield is 102.1%. Reaction SMILES: [Cl:1][C:2]1[C:3]([F:22])=[C:4]([CH:19]=[CH:20][CH:21]=1)[CH2:5][C:6]1[C:7]([O:17][CH3:18])=[CH:8][C:9]([O:15][CH3:16])=[C:10]([CH:14]=1)[C:11](O)=[O:12].S(Cl)([Cl:25])=O>CN(C=O)C.C1(C)C=CC=CC=1>[Cl:1][C:2]1[C:3]([F:22])=[C:4]([CH:19]=[CH:20][CH:21]=1)[CH2:5][C:6]1[C:7]([O:17][CH3:18])=[CH:8][C:9]([O:15][CH3:16])=[C:10]([CH:14]=1)[C:11]([Cl:25])=[O:12] |f:2.3|. Procedure details: Under a nitrogen atmosphere, 5-(3-chloro-2-fluorobenzyl)-2,4-dimethoxybenzoic acid (4.7 g) was dissolved in DMF/toluene solution (25 mL) (DMF concentration: 300 ppm). Thionyl chloride (2.1 g) was added dropwise to this solution at 75° C. After stirring at 75° C. for 1 hr, completion of the reaction was confirmed by HPLC. Toluene and excess thionyl chloride were evaporated under reduced pressure. Toluene (20 mL) was added to the concentrated residue, and the mixture was concentrated again under r...